This data is from the Open Reaction Database (ORD), a public repository of structured organic reaction records. The task is: describe an organic reaction: reactants, conditions, products, and yield Reactants: ClC1=C2C=CNC2=CC=C1 (4-chloro-1H-indole), [OH-].[Na+] (sodium hydroxide), n-tetrabutylammonium hydrogen sulfate, CI (methyl iodide). Run in C1=CC=CC=C1 (benzene). Conditions: temperature 40 celsius, time 4 hour. Product: CN1C=CC2=C(C=CC=C12)Cl (1-methyl-4-chloro-1H-indole). RXN SMILES: [Cl:1][C:2]1[CH:10]=[CH:9][CH:8]=[C:7]2[C:3]=1[CH:4]=[CH:5][NH:6]2.[OH-].[Na+].[CH3:13]I>C1C=CC=CC=1>[CH3:13][N:6]1[C:7]2[C:3](=[C:2]([Cl:1])[CH:10]=[CH:9][CH:8]=2)[CH:4]=[CH:5]1 |f:1.2|. Reported procedure: A mixture of 60 g of 4-chloro-1H-indole, 400 ml of benzene, 200 ml of 50% sodium hydroxide solution, 68 g of n-tetrabutylammonium hydrogen sulfate and 68 ml of methyl iodide was stirred at 40° C. for 4 hours and was then cooled. The decanted aqueous phase was extracted with ethyl acetate and the combined organic phases were washed with aqueous sodium chloride, dried over magnesium sulfate and distilled to dryness under reduced pressure. The residue was chromatographed over silica gel and was elu... Reactants: COc1cc(OC)nc(S(C)(=O)=O)n1, CN(C)C=O, Cl, [H-], N#CCc1ccccc1[N+](=O)[O-], [Na+], O. The product is COc1cc(OC)nc(C(C#N)c2ccccc2[N+](=O)[O-])n1. Reaction SMILES: [CH3:15][O:16][c:17]1[n:18][c:19]([S:25]([CH3:26])(=[O:27])=[O:28])[n:20][c:21]([O:23][CH3:24])[cH:22]1.[CH3:30][N:31]([CH3:32])[CH:33]=[O:34].[ClH:29].[H-:13].[N+:1](=[O:2])([O-:3])[c:4]1[c:5]([CH2:10][C:11]#[N:12])[cH:6][cH:7][cH:8][cH:9]1.[Na+:14].[OH2:35]>>[N+:1](=[O:2])([O-:3])[c:4]1[c:5]([CH:10]([C:11]#[N:12])[c:19]2[n:18][c:17]([O:16][CH3:15])[cH:22][c:21]([O:23][CH3:24])[n:20]2)[cH:6][cH:7][cH:8][cH:9]1.